From a dataset of the Open Reaction Database (ORD), a public repository of structured organic reaction records. describe an organic reaction: reactants, conditions, products, and yield Starting materials: COC1=CC=C(CCN2CCC(CC2)N2CCC3=CC=CC=C23)C=C1 (1-[1-(4-Methoxyphenethyl)piperidin-4-yl]indoline), resultant solution, resultant mixture, C([O-])(O)=O.[Na+] (sodium bicarbonate). Run in aqueous solution, Br (hydrobromic acid). Yields the product OC1=CC=C(CCN2CCC(CC2)N2CCC3=CC=CC=C23)C=C1 (1-[1-(4-hydroxyphenethyl)piperidin-4-yl]indoline). Isolated yield 51.3%. RXN SMILES: C[O:2][C:3]1[CH:25]=[CH:24][C:6]([CH2:7][CH2:8][N:9]2[CH2:14][CH2:13][CH:12]([N:15]3[C:23]4[C:18](=[CH:19][CH:20]=[CH:21][CH:22]=4)[CH2:17][CH2:16]3)[CH2:11][CH2:10]2)=[CH:5][CH:4]=1.C(=O)(O)[O-].[Na+]>Br>[OH:2][C:3]1[CH:4]=[CH:5][C:6]([CH2:7][CH2:8][N:9]2[CH2:10][CH2:11][CH:12]([N:15]3[C:23]4[C:18](=[CH:19][CH:20]=[CH:21][CH:22]=4)[CH2:17][CH2:16]3)[CH2:13][CH2:14]2)=[CH:24][CH:25]=1 |f:1.2|. Procedure details: 1-[1-(4-Methoxyphenethyl)piperidin-4-yl]indoline (0.23 g) was dissolved in a 47% aqueous solution (5 ml) of hydrobromic acid and the resultant solution was heated under reflux for 90 min. After allowing to cool, the resultant mixture was poured into a saturated aqueous solution of sodium bicarbonate (pH 9-10), extracted with ethyl acetate, washed with brine, dried over anhydrous magnesium sulfate and concentrated under reduced pressure. The residue was purified by NH-silica gel column chromatogr... Starting materials: COC(=O)C1(CCN(CC1)OC)NC (1-methoxy-4-methylamino-piperidine-4-carboxylic acid methyl ester), CC1=C(C=C(C=C1)C)CC(=O)Cl ((2,5-dimethyl-phenyl)-acetyl chloride), Cl (HCl). Run in C(C)(=O)OCC (ethyl acetate), N1=CC=CC=C1 (pyridine). Conditions: temperature 0 celsius, time 6 hour. Product: COC(=O)C1(CCN(CC1)OC)N(C)C(CC1=C(C=CC(=C1)C)C)=O (4-{[2-(2,5-dimethyl-phenyl)-acetyl]-methyl-amino}-1-methoxy-piperidine-4-carboxylic acid methyl ester). As a reaction SMILES: [CH3:1][O:2][C:3]([C:5]1([NH:13][CH3:14])[CH2:10][CH2:9][N:8]([O:11][CH3:12])[CH2:7][CH2:6]1)=[O:4].[CH3:15][C:16]1[CH:21]=[CH:20][C:19]([CH3:22])=[CH:18][C:17]=1[CH2:23][C:24](Cl)=[O:25].Cl>N1C=CC=CC=1.C(OCC)(=O)C>[CH3:1][O:2][C:3]([C:5]1([N:13]([C:24](=[O:25])[CH2:23][C:17]2[CH:18]=[C:19]([CH3:22])[CH:20]=[CH:21][C:16]=2[CH3:15])[CH3:14])[CH2:10][CH2:9][N:8]([O:11][CH3:12])[CH2:7][CH2:6]1)=[O:4]. Reported procedure: To a solution of 1-methoxy-4-methylamino-piperidine-4-carboxylic acid methyl ester (200 mg, 0.99 mmol) in pyridine (5 ml) was added (2,5-dimethyl-phenyl)-acetyl chloride (240 mg, 1.31 mmol) dropwise at 0° C. The reaction mixture was stirred at 0° C. for one hour and at room temperature for 6 hours, poured on ice water, acidified to pH 7 with an aqueous 2N HCl solution and diluted with ethyl acetate (50 ml). The layers were separated, the aqueous phase extracted with ethyl acetate (3×25 ml), the ... The reactants are Cl (HCl), BrC=1C=CC(=NC1)OC (5-bromo-2-methoxy-pyridine), OC1=CC=C(C(=O)OC)C=C1 (methyl 4-hydroxy-benzoate), C(=O)([O-])[O-].[K+].[K+] (K2CO3), Cu. Reagents/catalysts: [Cu]I (CuI). The solvent is ice, N1=CC=CC=C1 (pyridine). Yields the product COC(C1=CC=C(C=C1)OC=1C=NC(=CC1)OC)=O (4-(6-methoxy-pyridin-3-yloxy)-benzoic acid methyl ester). The yield is 41.5%. RXN SMILES: Br[C:2]1[CH:3]=[CH:4][C:5]([O:8][CH3:9])=[N:6][CH:7]=1.[OH:10][C:11]1[CH:20]=[CH:19][C:14]([C:15]([O:17][CH3:18])=[O:16])=[CH:13][CH:12]=1.C([O-])([O-])=O.[K+].[K+].Cl>N1C=CC=CC=1.[Cu]I>[CH3:18][O:17][C:15](=[O:16])[C:14]1[CH:19]=[CH:20][C:11]([O:10][C:2]2[CH:7]=[N:6][C:5]([O:8][CH3:9])=[CH:4][CH:3]=2)=[CH:12][CH:13]=1 |f:2.3.4|. Reported procedure: A suspension of 5-bromo-2-methoxy-pyridine (5.9 g, 30 mmol), methyl 4-hydroxy-benzoate (4.0 g, 26 mmol), K2CO3 (4.7 g, 34 mmol), Cu powder (0.25 g, 4 mmol) and CuI (0.25 g, 1.3 mmol) in pyridine (25 ml) was refluxed for 10 h and allowed to cool to room temperature. The resulting mixture was poured in 100 g of crushed ice, neutralized with HCl to pH 7.5 and extracted with diethyl ether. The extract was evaporated in vacuo, the residue was separated by column chromatography on silica (eluent hexan... The reactants are C(C)(=O)[O-].[Na+] (sodium acetate), C(C1=CC=CC=C1)(=O)N1CCNCC1 (1-benzoylpiperazine), C(#N)[BH3-].[Na+] (sodium cyanoborohydride), FC1=CC=C(CNC(=O)C=2N=C(N(C(C2O)=O)C)CC=O)C=C1 (N-(4-fluorobenzyl)-5-hydroxy-1-methyl-6-oxo-2-(2-oxoethyl)-1,6-dihydropyrimidine-4-carboxamide). The solvent is CO (MeOH). Run at time 1 hour. Product: C(C1=CC=CC=C1)(=O)N1CCN(CC1)CCC=1N(C(C(=C(N1)C(=O)NCC1=CC=C(C=C1)F)O)=O)C (2-[2-(4-benzoylpiperazin-1-yl)ethyl]-N-(4-fluorobenzyl)-5-hydroxy-1-methyl-6-oxo-1,6-dihydropyrimidine-4-carboxamide). RXN SMILES: [F:1][C:2]1[CH:23]=[CH:22][C:5]([CH2:6][NH:7][C:8]([C:10]2[N:11]=[C:12]([CH2:19][CH:20]=O)[N:13]([CH3:18])[C:14](=[O:17])[C:15]=2[OH:16])=[O:9])=[CH:4][CH:3]=1.C([O-])(=O)C.[Na+].[C:29]([N:37]1[CH2:42][CH2:41][NH:40][CH2:39][CH2:38]1)(=[O:36])[C:30]1[CH:35]=[CH:34][CH:33]=[CH:32][CH:31]=1.C([BH3-])#N.[Na+]>CO>[C:29]([N:37]1[CH2:42][CH2:41][N:40]([CH2:20][CH2:19][C:12]2[N:13]([CH3:18])[C:14](=[O:17])[C:15]([OH:16])=[C:10]([C:8]([NH:7][CH2:6][C:5]3[CH:22]=[CH:23][C:2]([F:1])=[CH:3][CH:4]=3)=[O:9])[N:11]=2)[CH2:39][CH2:38]1)(=[O:36])[C:30]1[CH:35]=[CH:34][CH:33]=[CH:32][CH:31]=1 |f:1.2,4.5|. Procedure details: The product of Step 2 was dissolved in MeOH and treated with sodium acetate (1.6 eq.), 1-benzoylpiperazine (2 eq.), and sodium cyanoborohydride (1.43 eq.). The mixture was left stirring at room temperature for 1 hour. The reaction mixture was concentrated and the title compound was obtained by RP-HPLC purification (C18, eluting with water and acetonitrile containing 0.1% TFA). The reactants are C(CCCCCCC)(=O)OCCl (Chloromethyl octanoate), C1CCOC1 (THF), C(=O)([O-])[O-].[Cs+].[Cs+] (Cs2CO3), [Na+].[I-] (NaI), C(CCCCCCCC(=O)O)(=O)O (nonanedioic acid), C1CCOC1 (THF). Yields the product C(CCCCCCCC(=O)OCOC(CCCCCCC)=O)(=O)OCOC(CCCCCCC)=O (bis-(octanoyloxymethyl) nonanedioate). Isolated yield 47.9%. Reaction SMILES: [C:1]([O-:4])([O-:3])=O.[Cs+].[Cs+].[Na+].[I-].[C:9]([OH:21])(=[O:20])[CH2:10][CH2:11][CH2:12][CH2:13][CH2:14][CH2:15][CH2:16][C:17]([OH:19])=O.[C:22]([O:31][CH2:32]Cl)(=[O:30])[CH2:23][CH2:24][CH2:25][CH2:26][CH2:27][CH2:28][CH3:29].[CH2:34]1[CH2:38][O:37][CH2:36][CH2:35]1>>[C:17]([O:3][CH2:1][O:4][C:36](=[O:37])[CH2:35][CH2:34][CH2:38][CH2:9][CH2:10][CH2:11][CH3:12])(=[O:19])[CH2:16][CH2:15][CH2:14][CH2:13][CH2:12][CH2:11][CH2:10][C:9]([O:21][CH2:32][O:31][C:22](=[O:30])[CH2:23][CH2:24][CH2:25][CH2:26][CH2:27][CH2:28][CH3:29])=[O:20] |f:0.1.2,3.4|. Run at temperature 60 celsius, time 48 hour. Reported procedure: A heterogeneous solution of Cs2CO3 (2.60 g, 4.00 mmol), NaI (30 mg, 0.20 mmol) and nonanedioic acid (0.75 g, 4.00 mmol) in THF (20 ml) was stirred for ½ hour at 60° C. Chloromethyl octanoate (1.53 g, 8.00 mmol) in THF (5 ml) was added dropwise added to the solution and stirred at 60° C. for 48 hours. The reaction mixture was cooled to room temperature and evaporated in vacuo. Diethyl ether (20 ml) was added and the residue was washed with saturated NaHCO3 (3×15 ml), dried with MgSO4 and filtered... Reactants: FC1=C(C(=C(C(=C1C)F)F)F)F (pentafluorotoluene), compound 37, BrN1C(CCC1=O)=O (N-bromosuccinimide), C(CC)O (propanol), [OH-].[Na+] (sodium hydroxide). The solvent is O (water). The product is C(CC)OC1=C(C(=C(CBr)C(=C1F)F)F)F (p-Propoxy-tetrafluorobenzyl bromide). Reaction SMILES: [F:1][C:2]1[C:7]([CH3:8])=[C:6]([F:9])[C:5]([F:10])=[C:4](F)[C:3]=1[F:12].[CH2:13]([OH:16])[CH2:14][CH3:15].[OH-].[Na+].[Br:19]N1C(=O)CCC1=O>O>[CH2:13]([O:16][C:4]1[C:5]([F:10])=[C:6]([F:9])[C:7]([CH2:8][Br:19])=[C:2]([F:1])[C:3]=1[F:12])[CH2:14][CH3:15] |f:2.3|. Procedure: This compound can be prepared by reacting pentafluorotoluene with propanol and sodium hydroxide in water, as described for the preparation of compound 37, followed by bromination with N-bromosuccinimide.